The task is: describe an organic reaction: reactants, conditions, products, and yield. This data is from the Open Reaction Database (ORD), a public repository of structured organic reaction records. Reactants: C=CCn1c(Cl)nc2c1c(=O)n(C)c(=O)n2COCCOC, Cl, C1COCCO1, O. The product is C=CCn1c(Cl)nc2[nH]c(=O)n(C)c(=O)c21. Reaction SMILES: [Cl:1][c:2]1[n:3][c:4]2[n:5]([CH2:17][O:18][CH2:19][CH2:20][O:21][CH3:22])[c:6](=[O:16])[n:7]([CH3:15])[c:8](=[O:14])[c:9]2[n:10]1[CH2:11][CH:12]=[CH2:13].[ClH:23].[O:24]1[CH2:25][CH2:26][O:27][CH2:28][CH2:29]1.[OH2:30]>>[Cl:1][c:2]1[n:3][c:4]2[nH:5][c:6](=[O:16])[n:7]([CH3:15])[c:8](=[O:14])[c:9]2[n:10]1[CH2:11][CH:12]=[CH2:13]. Reactants: FC=1C=C(C=CC1C#CI)[C@@H]1CC[C@H](CC1)CCC (3-fluoro-4-iodoethynyl-1-(trans-4-propylcyclohexyl)benzene), [Cu](C#N)C#N (copper cyanide), [Br-].[Li+] (lithium bromide), Cl (hydrochloric acid), ferric chloride. Solvent: O1CCCC1 (tetrahydrofuran). Run at time 5 hour. The product is FC=1C=C(C=CC1C#CC#N)[C@@H]1CC[C@H](CC1)CCC (3-fluoro-4-cyanoethynyl-1-(trans-4-propylcyclohexyl)benzene). Reaction SMILES: [F:1][C:2]1[CH:3]=[C:4]([C@H:11]2[CH2:16][CH2:15][C@H:14]([CH2:17][CH2:18][CH3:19])[CH2:13][CH2:12]2)[CH:5]=[CH:6][C:7]=1[C:8]#[C:9]I.[Cu](C#N)[C:21]#[N:22].[Br-].[Li+].Cl>O1CCCC1>[F:1][C:2]1[CH:3]=[C:4]([C@H:11]2[CH2:16][CH2:15][C@H:14]([CH2:17][CH2:18][CH3:19])[CH2:13][CH2:12]2)[CH:5]=[CH:6][C:7]=1[C:8]#[C:9][C:21]#[N:22] |f:2.3|. Reported procedure: To a solution of 10 mmol of 3-fluoro-4-iodoethynyl-1-(trans-4-propylcyclohexyl)benzene in 3 ml of tetrahydrofuran were added 11 mmol of copper cyanide and 3 mmol of lithium bromide, and the solution was stirred for 5 hours under reflux. To the reaction solution were added 10 ml of 6N hydrochloric acid saturated solution of ferric chloride and the solution was stirred at room temperature for one hour. After completion of the agitation, the reaction solution was extracted with toluene, the organic... Reactants: CC[Mg+].[Br-] (EtMgBr), C1CCOC1 (THF), [Si](C)(C)(C(C)(C)C)OCC(C#N)C1=CC=C(C=C1)Cl (3-(tert-butyldimethylsilyloxy)-2-(4-chlorophenyl)propanenitrile), Ti(i-PrO)4, [OH-].[Na+] (NaOH). The solvent is CCOCC (Et2O), C(Cl)Cl (DCM). Reaction conditions: time 1 hour. Product: [Si](C)(C)(C(C)(C)C)OCC(C1=CC=C(C=C1)Cl)C1(CC1)N (1-(2-(tert-butyldimethylsilyloxy)-1-(4-chlorophenyl)ethyl)cyclopropanamine). Isolated yield 67.0%. As a reaction SMILES: [CH3:1][CH2:2][Mg+].[Br-].C1COCC1.[Si:10]([O:17][CH2:18][CH:19]([C:22]1[CH:27]=[CH:26][C:25]([Cl:28])=[CH:24][CH:23]=1)[C:20]#[N:21])([C:13]([CH3:16])([CH3:15])[CH3:14])([CH3:12])[CH3:11].[OH-].[Na+]>CCOCC.C(Cl)Cl>[Si:10]([O:17][CH2:18][CH:19]([C:20]1([NH2:21])[CH2:2][CH2:1]1)[C:22]1[CH:23]=[CH:24][C:25]([Cl:28])=[CH:26][CH:27]=1)([C:13]([CH3:15])([CH3:16])[CH3:14])([CH3:12])[CH3:11] |f:0.1,4.5|. Reported procedure: TBS-Cl (2.29 g, 15.2 mmol) in dry DMF (12 mL) was added to a solution of 2-(4-chlorophenyl)-3-hydroxypropanenitrile (2.30 g, 12.7 mmol) and imidazole (3.45 g, 50.7 mmol) in DMF (20 mL) at 0° C. under nitrogen. The reaction mixture was warmed to room temperature and stirred overnight. The reaction mixture was partitioned between ether and water. The organic layer was washed with brine, dried and concentrated. The residue was purified by column (hexanes:EtOAc, 30:1) to give 3-(tert-butyldimethylsi... Starting materials: CI, CCO, [Na+], [OH-], O, O=c1[nH]c(=S)[nH]cc1Cc1cccs1. Yields the product CSc1ncc(Cc2cccs2)c(=O)[nH]1. As a reaction SMILES: [CH3:15][I:16].[CH3:20][CH2:21][OH:22].[Na+:18].[OH-:17].[OH2:19].[s:1]1[c:2]([CH2:6][c:7]2[c:8](=[O:14])[nH:9][c:10](=[S:13])[nH:11][cH:12]2)[cH:3][cH:4][cH:5]1>>[s:1]1[c:2]([CH2:6][c:7]2[c:8](=[O:14])[nH:9][c:10]([S:13][CH3:15])[n:11][cH:12]2)[cH:3][cH:4][cH:5]1. Starting materials: CN(CCC(=O)N1CC2=CC(=C(C=C2CC1)OC)[N+](=O)[O-])C (N,N-dimethyl-3-[6-(methyloxy)-7-nitro-3,4-dihydro-2(1H)-isoquinolinyl]-3-oxo-1-propanamine), [H][H] (hydrogen). The reagents and catalysts are [Pd] (palladium on carbon). Run in C(C)O (ethanol). The product is CN(CCC(=O)N1CC2=CC(=C(C=C2CC1)OC)N)C (2-[3-(dimethylamino)propanoyl]-6-(methyloxy)-1,2,3,4-tetrahydro-7-isoquinolinamine). Isolated yield 100.0%. RXN SMILES: [CH3:1][N:2]([CH3:22])[CH2:3][CH2:4][C:5]([N:7]1[CH2:16][CH2:15][C:14]2[C:9](=[CH:10][C:11]([N+:19]([O-])=O)=[C:12]([O:17][CH3:18])[CH:13]=2)[CH2:8]1)=[O:6].[H][H]>C(O)C.[Pd]>[CH3:22][N:2]([CH3:1])[CH2:3][CH2:4][C:5]([N:7]1[CH2:16][CH2:15][C:14]2[C:9](=[CH:10][C:11]([NH2:19])=[C:12]([O:17][CH3:18])[CH:13]=2)[CH2:8]1)=[O:6]. Reported procedure: A solution of N,N-dimethyl-3-[6-(methyloxy)-7-nitro-3,4-dihydro-2(1H)-isoquinolinyl]-3-oxo-1-propanamine (0.65 g, 2.1 mmol) in ethanol (10 mL) was treated with 10% palladium on carbon (70 mg, Aldrich), and stirred under 60 psi of hydrogen pressure for 16 h in a Fischer-Porter apparatus. The pressure was released, the reaction vessel evacuated, and back-filled with nitrogen twice. The mixture was filtered through celite and the filtrate was concentrated to provide 2-[3-(dimethylamino)propanoyl]-6... Starting materials: COC1=NC(=NC(=C1)OC)OC1=C(C(=O)O)C(=CC=C1)OC1=NC(=CC(=N1)OC)OC (2,6-bis[(4,6-dimethoxypyrimidin-2-yl) oxy]benzoic acid), [H-].[Na+] (sodium hydride), ClCSCCl (chloromethylsulfide). Solvent: CN(C=O)C (N,N-dimethylformamide). The product is COC1=NC(=NC(=C1)OC)OC1=C(C(=O)OCSC2=CC=CC=C2)C(=CC=C1)OC1=NC(=CC(=N1)OC)OC (phenylthiomethyl 2,6-bis[(4,6-dimethoxypyrimidin -2-yl)oxy]benzoate). Isolated yield 126.7%. Reaction SMILES: [CH3:1][O:2][C:3]1[CH:8]=[C:7]([O:9][CH3:10])[N:6]=[C:5]([O:11][C:12]2[CH:20]=[CH:19][CH:18]=[C:17]([O:21][C:22]3[N:27]=[C:26]([O:28][CH3:29])[CH:25]=[C:24]([O:30][CH3:31])[N:23]=3)[C:13]=2[C:14]([OH:16])=[O:15])[N:4]=1.[H-].[Na+].Cl[CH2:35][S:36][CH2:37]Cl>CN(C)C=O>[CH3:29][O:28][C:26]1[CH:25]=[C:24]([O:30][CH3:31])[N:23]=[C:22]([O:21][C:17]2[CH:18]=[CH:19][CH:20]=[C:12]([O:11][C:5]3[N:4]=[C:3]([O:2][CH3:1])[CH:8]=[C:7]([O:9][CH3:10])[N:6]=3)[C:13]=2[C:14]([O:16][CH2:35][S:36][C:37]2[CH:19]=[CH:20][CH:12]=[CH:13][CH:14]=2)=[O:15])[N:27]=1 |f:1.2|. Procedure: 1.7 g (4.0 mmol) of 2,6-bis[(4,6-dimethoxypyrimidin-2-yl) oxy]benzoic acid, 0.2 g of 60% sodium hydride and 0.72 g (4.4 mmol) of chloromethylsulfide were reacted in N,N-dimethylformamide, treated and purified in the same manner as in Example 1 to obtain 1.4 g of a white crystal having a melting point of from 89° to 93° C. Reactants: CN1CCN(C2=C(CC1)C=CC=C2)N (4-methyl-3,4,5,6-tetrahydro-2H-benzo[e][1,4]diazocin-1-ylamine), C1(CCCC1)=O (cyclopentanone), O.C1(=CC=C(C=C1)S(=O)(=O)O)C (p-toluenesulfonic acid monohydrate). Solvent: C(C)(=O)OCC (ethyl acetate), C(CC)O (1-propanol). The product is CN1CCN2C3=C(C4=CC=CC(=C24)CC1)CCC3 (3-Methyl-2,3,4,5,10,11-hexahydro-1H,9H-cyclopenta[b][1,4]diazocino[7,8,1-hi]indole). Isolated yield 25.7%. Reaction SMILES: [CH3:1][N:2]1[CH2:9][CH2:8][C:7]2[CH:10]=[CH:11][CH:12]=[CH:13][C:6]=2[N:5](N)[CH2:4][CH2:3]1.[C:15]1(=O)[CH2:19][CH2:18][CH2:17][CH2:16]1.O.C1(C)C=CC(S(O)(=O)=O)=CC=1>C(O)CC.C(OCC)(=O)C>[CH3:1][N:2]1[CH2:9][CH2:8][C:7]2=[C:6]3[C:13](=[CH:12][CH:11]=[CH:10]2)[C:16]2[CH2:17][CH2:18][CH2:19][C:15]=2[N:5]3[CH2:4][CH2:3]1 |f:2.3|. Procedure: To a solution of 4-methyl-3,4,5,6-tetrahydro-2H-benzo[e][1,4]diazocin-1-ylamine (1.55 g, 8.1 mmole) in 1-propanol (100 mL) was added cyclopentanone (5.23 g, 62.3 mmole), followed by p-toluenesulfonic acid monohydrate (3.2 g, 16.8 mmole), and the resulting reaction mixture was refluxed for 40 hours. The reaction mixture was cooled to room temperature and solvent removed in vacuo to produce a brown residue. The residue was diluted with ethyl acetate (300 mL) and washed with saturated aqueous sodiu...